This data is from the Open Reaction Database (ORD), a public repository of structured organic reaction records. The task is: describe an organic reaction: reactants, conditions, products, and yield The reactants are COC=1C=C2C(=CC=NC2=CC1OC)OC1=CC(=C(N)C=C1C)C (4-[(6,7-Dimethoxy-4-quinolyl)oxy]-2,5-dimethylaniline), ClC(Cl)(OC(OC(Cl)(Cl)Cl)=O)Cl (triphosgene), C([O-])(O)=O.[Na+] (sodium bicarbonate), CN(CCCCCCO)C (6-(dimethylamino)-1-hexanol). Solvent: C(C)N(CC)CC (triethylamine), C1(=CC=CC=C1)C (toluene), C(Cl)Cl (methylene chloride). Yields the product COC=1C=C2C(=CC=NC2=CC1OC)OC1=CC(=C(C=C1C)NC(OCCCCCCN(C)C)=O)C (6-(Dimethylamino)hexyl N-{4-[(6,7-dimethoxy-4-quinolyl)oxy]-2,5-dimethylphenyl}carbamate). Yield: 62.8%. RXN SMILES: [CH3:1][O:2][C:3]1[CH:4]=[C:5]2[C:10](=[CH:11][C:12]=1[O:13][CH3:14])[N:9]=[CH:8][CH:7]=[C:6]2[O:15][C:16]1[C:22]([CH3:23])=[CH:21][C:19]([NH2:20])=[C:18]([CH3:24])[CH:17]=1.Cl[C:26](Cl)([O:28][C:29](=[O:35])OC(Cl)(Cl)Cl)Cl.[CH3:37][N:38]([CH3:46])[CH2:39][CH2:40][CH2:41][CH2:42][CH2:43]CO.C(=O)(O)[O-].[Na+]>C(Cl)Cl.C(N(CC)CC)C.C1(C)C=CC=CC=1>[CH3:1][O:2][C:3]1[CH:4]=[C:5]2[C:10](=[CH:11][C:12]=1[O:13][CH3:14])[N:9]=[CH:8][CH:7]=[C:6]2[O:15][C:16]1[C:22]([CH3:23])=[CH:21][C:19]([NH:20][C:29](=[O:35])[O:28][CH2:26][CH2:43][CH2:42][CH2:41][CH2:40][CH2:39][N:38]([CH3:46])[CH3:37])=[C:18]([CH3:24])[CH:17]=1 |f:3.4|. Reported procedure: 4-[(6,7-Dimethoxy-4-quinolyl)oxy]-2,5-dimethylaniline (50 mg) was added to toluene (5 ml), and triethylamine (0.5 ml), and the mixture was heated under reflux to prepare a solution. A solution of triphosgene (68 mg) in methylene chloride was then added thereto, and the mixture was heated under reflux for 10 min. Next, 6-(dimethylamino)-1-hexanol (33 mg) was added thereto, and the mixture was further stirred with heating under reflux for 3 hr. A saturated aqueous sodium bicarbonate solution was a... Starting materials: NC1=C2C=3C(=NN(C3C=C1)CCN(CC)CC)C1=C(S2)C=C(C=C1)OC (5-amino-N,N-diethyl-8-methoxy-2H-[1]benzothiopyrano[4,3,2-cd]indazole-2-ethanamine), Br (HBr). Product: NC1=C2C=3C(=NN(C3C=C1)CCN(CC)CC)C1=C(S2)C=C(C=C1)O (5-Amino-2-[2-(diethylamino)ethyl]-2H[1]benzothiopyrano[4,3,2-cd]indazol-8-ol). As a reaction SMILES: [NH2:1][C:2]1[CH:10]=[CH:9][C:8]2[N:7]([CH2:11][CH2:12][N:13]([CH2:16][CH3:17])[CH2:14][CH3:15])[N:6]=[C:5]3[C:18]4[CH:24]=[CH:23][C:22]([O:25]C)=[CH:21][C:19]=4[S:20][C:3]=1[C:4]=23.Br>>[NH2:1][C:2]1[CH:10]=[CH:9][C:8]2[N:7]([CH2:11][CH2:12][N:13]([CH2:16][CH3:17])[CH2:14][CH3:15])[N:6]=[C:5]3[C:18]4[CH:24]=[CH:23][C:22]([OH:25])=[CH:21][C:19]=4[S:20][C:3]=1[C:4]=23. Procedure details: Reaction of 5-amino-N,N-diethyl-8-methoxy-2H-[1]benzothiopyrano[4,3,2-cd]indazole-2-ethanamine with 48% HBr as described in Example 64 gave the product. The reactants are C[Si](C)(C)CCOCn1ccc2nc(Br)cnc21, CN, CNc1cnc2c(ccn2COCC[Si](C)(C)C)n1, CS(C)=O, O=C=NC1CCCCC1, ClCCCl. Product: CN(C(=O)NC1CCCCC1)c1cnc2c(ccn2COCC[Si](C)(C)C)n1. As a reaction SMILES: [Br:1][c:2]1[n:3][c:4]2[cH:5][cH:6][n:7]([CH2:8][O:9][CH2:10][CH2:11][Si:12]([CH3:13])([CH3:14])[CH3:15])[c:16]2[n:17][cH:18]1.[CH3:19][NH2:20].[CH3:21][NH:22][c:23]1[n:24][c:25]2[c:26]([n:27][cH:28]1)[n:29]([CH2:32][O:33][CH2:34][CH2:35][Si:36]([CH3:37])([CH3:38])[CH3:39])[cH:30][cH:31]2.[CH3:49][S:50]([CH3:51])=[O:52].[CH:40]1([N:46]=[C:47]=[O:48])[CH2:41][CH2:42][CH2:43][CH2:44][CH2:45]1.[Cl:53][CH2:54][CH2:55][Cl:56]>>[CH3:21][N:22]([c:23]1[n:24][c:25]2[c:26]([n:27][cH:28]1)[n:29]([CH2:32][O:33][CH2:34][CH2:35][Si:36]([CH3:37])([CH3:38])[CH3:39])[cH:30][cH:31]2)[C:47]([NH:46][CH:40]1[CH2:41][CH2:42][CH2:43][CH2:44][CH2:45]1)=[O:48]. Reactants: CO, COC(=O)c1ccc(Br)c(F)c1, NN, O. Yields the product NNC(=O)c1ccc(Br)c(F)c1. As a reaction SMILES: [CH3:16][OH:17].[CH3:1][O:2][C:3]([c:4]1[cH:5][c:6]([F:11])[c:7]([Br:10])[cH:8][cH:9]1)=[O:12].[NH2:14][NH2:15].[OH2:13]>>[O:2]=[C:3]([c:4]1[cH:5][c:6]([F:11])[c:7]([Br:10])[cH:8][cH:9]1)[NH:14][NH2:15]. Starting materials: C(N)(=O)C=1C=CC2=C(N(C(=N2)CCC)CC2=C(C=CC=C2)Cl)C1 (6-carbamoyl-1-(2-chlorobenzyl)-2-n-propylbenzimidazole). Reagents/catalysts: [Ti](Cl)(Cl)(Cl)Cl (titanium tetrachloride). Solvent: ClCCl (dichloromethane), C(C)N(CC)CC (triethylamine), O1CCCC1 (tetrahydrofuran). Reaction conditions: temperature 20 celsius, time 2 hour. The product is ClC1=C(CN2C(=NC3=C2C=C(C=C3)C#N)CCC)C=CC=C1 (1-(2-chlorobenzyl)-6-cyano-2-n-propylbenzimidazole). The yield is 74.1%. Reaction SMILES: [C:1]([C:4]1[CH:5]=[CH:6][C:7]2[N:11]=[C:10]([CH2:12][CH2:13][CH3:14])[N:9]([CH2:15][C:16]3[CH:21]=[CH:20][CH:19]=[CH:18][C:17]=3[Cl:22])[C:8]=2[CH:23]=1)(=O)[NH2:2]>ClCCl.C(N(CC)CC)C.O1CCCC1.[Ti](Cl)(Cl)(Cl)Cl>[Cl:22][C:17]1[CH:18]=[CH:19][CH:20]=[CH:21][C:16]=1[CH2:15][N:9]1[C:8]2[CH:23]=[C:4]([C:1]#[N:2])[CH:5]=[CH:6][C:7]=2[N:11]=[C:10]1[CH2:12][CH2:13][CH3:14]. Procedure details: A solution of 1 mol of titanium tetrachloride in 0.14 ml of dichloromethane and 0.36 ml of triethylamine were added to a solution of 200 mg of 6-carbamoyl-1-(2-chlorobenzyl)-2-n-propylbenzimidazole in 4 ml of tetrahydrofuran at 0° C., and the mixture was stirred at 20° C. for 2 hours. The reaction mixture was separated with ethyl acetate and with water. The organic layer was washed with water, dried, and then concentrated under reduced pressure. The residue was developed and purified through col... The reactants are OCCc1cccc(NC(c2ccccc2)(c2ccccc2)c2ccccc2)c1, O=C([O-])O, ClCCl, O=[N+]([O-])c1ccc(S(=O)(=O)Cl)cc1, [Na+]. Yields the product O=[N+]([O-])c1ccc(S(=O)(=O)OCCc2cccc(NC(c3ccccc3)(c3ccccc3)c3ccccc3)c2)cc1. As a reaction SMILES: [C:1]([c:2]1[cH:3][cH:4][cH:5][cH:6][cH:7]1)([c:8]1[cH:9][cH:10][cH:11][cH:12][cH:13]1)([c:14]1[cH:15][cH:16][cH:17][cH:18][cH:19]1)[NH:20][c:21]1[cH:22][c:23]([CH2:27][CH2:28][OH:29])[cH:24][cH:25][cH:26]1.[C:43](=[O:44])([OH:45])[O-:46].[Cl:48][CH2:49][Cl:50].[N+:30](=[O:31])([O-:32])[c:33]1[cH:34][cH:35][c:36]([S:39](=[O:40])(=[O:41])[Cl:42])[cH:37][cH:38]1.[Na+:47]>>[C:1]([c:2]1[cH:3][cH:4][cH:5][cH:6][cH:7]1)([c:8]1[cH:9][cH:10][cH:11][cH:12][cH:13]1)([c:14]1[cH:15][cH:16][cH:17][cH:18][cH:19]1)[NH:20][c:21]1[cH:22][c:23]([CH2:27][CH2:28][O:29][S:39]([c:36]2[cH:35][cH:34][c:33]([N+:30](=[O:31])[O-:32])[cH:38][cH:37]2)(=[O:40])=[O:41])[cH:24][cH:25][cH:26]1. The reactants are C(C)OC(C(CC1=CC=C(C=C1)O)(OC1=CC=CC=C1)C)=O (3-(4-Hydroxyphenyl)-2-methyl-2-phenoxypropionic acid ethyl ester), C1(=CC=C(C=C1)C=1OC(=C(N1)CCOS(=O)(=O)C1=CC=C(C=C1)C)C)C1=CC=CC=C1 (toluene-4-sulfonic acid 2-(2-biphenyl-4-yl-5-methyl-oxazol-4-yl)-ethyl ester), C(=O)([O-])[O-].[Cs+].[Cs+] (Cs2CO3). Solvent: CN(C)C=O (DMF), C(C)(=O)OCC (ethyl acetate). Conditions: temperature 55 celsius, time 16 hour. The product is C(C)OC(C(CC1=CC=C(C=C1)OCCC=1N=C(OC1C)C1=CC=C(C=C1)C1=CC=CC=C1)(OC1=CC=CC=C1)C)=O (3-{4-[2-(2-Biphenyl-4-yl-5-methyl-oxazol-4-yl)-ethoxy]-phenyl}-2-methyl-2-phenoxypropionic acid ethyl ester). RXN SMILES: [CH2:1]([O:3][C:4](=[O:22])[C:5]([CH3:21])([O:14][C:15]1[CH:20]=[CH:19][CH:18]=[CH:17][CH:16]=1)[CH2:6][C:7]1[CH:12]=[CH:11][C:10]([OH:13])=[CH:9][CH:8]=1)[CH3:2].[C:23]1([C:48]2[CH:53]=[CH:52][CH:51]=[CH:50][CH:49]=2)[CH:28]=[CH:27][C:26]([C:29]2[O:30][C:31]([CH3:47])=[C:32]([CH2:34][CH2:35]OS(C3C=CC(C)=CC=3)(=O)=O)[N:33]=2)=[CH:25][CH:24]=1.C([O-])([O-])=O.[Cs+].[Cs+]>CN(C=O)C.C(OCC)(=O)C>[CH2:1]([O:3][C:4](=[O:22])[C:5]([CH3:21])([O:14][C:15]1[CH:20]=[CH:19][CH:18]=[CH:17][CH:16]=1)[CH2:6][C:7]1[CH:12]=[CH:11][C:10]([O:13][CH2:35][CH2:34][C:32]2[N:33]=[C:29]([C:26]3[CH:27]=[CH:28][C:23]([C:48]4[CH:53]=[CH:52][CH:51]=[CH:50][CH:49]=4)=[CH:24][CH:25]=3)[O:30][C:31]=2[CH3:47])=[CH:9][CH:8]=1)[CH3:2] |f:2.3.4|. Procedure details: 3-(4-Hydroxyphenyl)-2-methyl-2-phenoxypropionic acid ethyl ester (495 mg, 1.7 mmol), and toluene-4-sulfonic acid 2-(2-biphenyl-4-yl-5-methyl-oxazol-4-yl)-ethyl ester (2.2 mmol) and Cs2CO3 (700 mg, 2.2 mmol) are combined in anhydrous DMF (25 mL) and stirred for 16 h at 55° C. under an atmosphere of nitrogen. The mixture was then cooled and diluted with ethyl acetate (100 mL), and washed with water then brine. The organic layer was dried with Na2SO4 and concentrated in vacuo to a viscous yellow oi...